describe an organic reaction: reactants, conditions, products, and yield From a dataset of the Open Reaction Database (ORD), a public repository of structured organic reaction records. The reactants are solution, Cl (hydrogen chloride), COCOC1=CC=C(C=C1)CCC1=C(OCCC2N(CCC2)C)C=CC=C1 (2-(2-{2-[2-(4-methoxymethoxyphenyl)ethyl]phenoxy}ethyl)-1-methylpyrrolidine). Solvent: O1CCOCC1 (dioxane), O1CCOCC1 (dioxane). Conditions: time 30 minute. Product: Cl.OC1=CC=C(C=C1)CCC1=C(OCCC2N(CCC2)C)C=CC=C1 (2-(2-{2-[2-(4-Hydroxyphenyl)ethyl]phenoxy}ethyl)-1-methylpyrrolidine hydrochloride). The yield is 56.0%. RXN SMILES: COC[O:4][C:5]1[CH:10]=[CH:9][C:8]([CH2:11][CH2:12][C:13]2[CH:27]=[CH:26][CH:25]=[CH:24][C:14]=2[O:15][CH2:16][CH2:17][CH:18]2[CH2:22][CH2:21][CH2:20][N:19]2[CH3:23])=[CH:7][CH:6]=1.[ClH:28]>O1CCOCC1>[ClH:28].[OH:4][C:5]1[CH:10]=[CH:9][C:8]([CH2:11][CH2:12][C:13]2[CH:27]=[CH:26][CH:25]=[CH:24][C:14]=2[O:15][CH2:16][CH2:17][CH:18]2[CH2:22][CH2:21][CH2:20][N:19]2[CH3:23])=[CH:7][CH:6]=1 |f:3.4|. Procedure details: 0.400 g of 2-(2-{2-[2-(4-methoxymethoxyphenyl)ethyl]phenoxy}ethyl)-1-methylpyrrolidine [prepared as described in step (a) above] was dissolved in 5 ml of dioxane, and 5 ml of a 4N solution of hydrogen chloride in dioxane was added to the solution. The mixture was then allowed to stand at room temperature for 30 minutes, after which it was concentrated by distillation under reduced pressure. The resulting colorless solid was dissolved in a small amount of methanol, and about 50 ml of ethyl acetat...